This data is from the Open Reaction Database (ORD), a public repository of structured organic reaction records. The task is: describe an organic reaction: reactants, conditions, products, and yield Starting materials: C1CCOC1, CC(C)(C)OC(=O)N1CCNC(C(=O)Nc2cccnc2)C1. Yields the product CC(C)(C)OC(=O)N1CCNC(CNc2cccnc2)C1. Reaction SMILES: [CH2:23]1[O:24][CH2:25][CH2:26][CH2:27]1.[n:1]1[cH:2][c:3]([NH:7][C:8](=[O:9])[CH:10]2[CH2:11][N:12]([C:16](=[O:17])[O:18][C:19]([CH3:20])([CH3:21])[CH3:22])[CH2:13][CH2:14][NH:15]2)[cH:4][cH:5][cH:6]1>>[n:1]1[cH:2][c:3]([NH:7][CH2:8][CH:10]2[CH2:11][N:12]([C:16](=[O:17])[O:18][C:19]([CH3:20])([CH3:21])[CH3:22])[CH2:13][CH2:14][NH:15]2)[cH:4][cH:5][cH:6]1.